Dataset: the Open Reaction Database (ORD), a public repository of structured organic reaction records. Task: describe an organic reaction: reactants, conditions, products, and yield Reactants: ClCCl (dichloromethane), P(=O)([O-])([O-])[O-].[K+].[K+].[K+] (potassium phosphate), CC1=C(C=CC(=C1)C)B(O)O (2,4-dimethylbenzene boronic acid), NC1=NC(=C(C(=N1)Cl)C=O)Cl (2-amino-4,6-dichloro-5-pyrimidinecarbaldehyde). Reagents/catalysts: C1=CC=C(C=C1)P(C2=CC=CC=C2)C3=CC=CC=C3.C1=CC=C(C=C1)P(C2=CC=CC=C2)C3=CC=CC=C3.Cl[Pd]Cl (Dichloro bis(triphenylphosphine)palladium (II)). Solvent: O1CCOCC1 (1,4-dioxan). Conditions: temperature 100 celsius. Yields the product NC1=NC(=C(C(=N1)Cl)C=O)C1=C(C=C(C=C1)C)C (2-Amino-4-chloro-6-(2,4-dimethyl-phenyl)-pyrimidine-5-carbaldehyde). As a reaction SMILES: P([O-])([O-])([O-])=O.[K+].[K+].[K+].[CH3:9][C:10]1[CH:15]=[C:14]([CH3:16])[CH:13]=[CH:12][C:11]=1B(O)O.[NH2:20][C:21]1[N:26]=[C:25](Cl)[C:24]([CH:28]=[O:29])=[C:23]([Cl:30])[N:22]=1.ClCCl>O1CCOCC1.C1C=CC(P(C2C=CC=CC=2)C2C=CC=CC=2)=CC=1.C1C=CC(P(C2C=CC=CC=2)C2C=CC=CC=2)=CC=1.Cl[Pd]Cl>[NH2:20][C:21]1[N:22]=[C:23]([Cl:30])[C:24]([CH:28]=[O:29])=[C:25]([C:11]2[CH:12]=[CH:13][C:14]([CH3:16])=[CH:15][C:10]=2[CH3:9])[N:26]=1 |f:0.1.2.3,8.9.10|. Procedure details: Aqueous potassium phosphate was added to a suspension of 2,4-dimethylbenzene boronic acid and 2-amino-4,6-dichloro-5-pyrimidinecarbaldehyde (3 eq) in 1,4-dioxan, under a nitrogen atmosphere. Dichloro bis(triphenylphosphine)palladium (II) (cat.) was added and the mixture heated, ˜100° C., for ˜90 mins. The resulting mixture was allowed to cool and dichloromethane added, the mixture was washed with water and saturated aqueous sodium chloride solution. The solution was dried over anhydrous sodium s... Reactants: C(C)N(CC)CCOC1=CC=C(C(=O)O)C=C1 (4- [2-(N,N-Diethylamino)ethyloxy]benzoic acid), ClCCN1CCCC1.Cl (chloroethylpyrrolidine·HCl), [H-].[Na+] (NaH). Solvent: CN(C)C=O (DMF). Yields the product N1(CCCC1)CCOC1=CC=C(C(=O)OC)C=C1 (Methyl 4-(2-Pyrrolidinylethyloxy)benzoate). RXN SMILES: [CH2:1]([N:3]([CH2:6][CH2:7][O:8][C:9]1[CH:17]=[CH:16][C:12]([C:13]([OH:15])=[O:14])=[CH:11][CH:10]=1)[CH2:4][CH3:5])[CH3:2].Cl[CH2:19]CN1CCCC1.Cl.[H-].[Na+]>CN(C=O)C>[N:3]1([CH2:6][CH2:7][O:8][C:9]2[CH:10]=[CH:11][C:12]([C:13]([O:15][CH3:19])=[O:14])=[CH:16][CH:17]=2)[CH2:4][CH2:5][CH2:2][CH2:1]1 |f:1.2,3.4|. Reported procedure: Compound 23-2 (2 g, 11.8 mmol) and chloroethylpyrrolidine·HCl (Aldrich) (1.8 g, 11.8 mmol) were treated with NaH (0.94 g, 23.6 mmol) in DMF (30 mL) as described for 27-1 to give 27-6 as a clear oil. Rf (10% MeOH/CHCl3 saturated with NH3) 0.4 As a reaction SMILES: FC1C=C(C)C([C:9]2[C:18](=[O:19])[N:17](C)[C:16]3[N:15]=[C:14](NC)[N:13]=[CH:12][C:11]=3[N:10]=2)=CC=1NC(=O)C.Cl>CO>[N:15]1[C:16]2[NH:17][C:18](=[O:19])[CH:9]=[N:10][C:11]=2[CH:12]=[N:13][CH:14]=1. Solvent: CO (MeOH). Starting materials: FC1=C(C=C(C(=C1)C)C1=NC=2C=NC(=NC2N(C1=O)C)NC)NC(C)=O (N-(2-fluoro-4-methyl-5-(8-methyl-2-(methylamino)-7-oxo-7,8-dihydropteridin-6-yl)phenyl)acetamide), Cl (HCl). Yield: 160.7%. The product is N1=CN=CC=2N=CC(NC12)=O (pteridin-7(8H)-one). Procedure: A solution of N-(2-fluoro-4-methyl-5-(8-methyl-2-(methylamino)-7-oxo-7,8-dihydropteridin-6-yl)phenyl)acetamide (1.5 g, 4.2 mmol) and conc. HCl (1 mL) in MeOH (20 mL) was heated at reflux overnight. The solvent was removed under reduced pressure. Water was added, and the mixture basified to pH=8. The resulting precipitate was collected by filtration and dried to give 6-(5-amino-4-fluoro-2-methylphenyl)-8-methyl-2-methylamino)pteridin-7(8H)-one (1.0 g, 78% yield). 1H NMR (400 MHz, DMSO-d6): δ 8.70... Reactants: CO, CCOC(C)=O, [K+], C1CCOC1, [OH-], O, COC(=O)c1ccc2[nH]c(=S)oc2c1. Yields the product O=C(O)c1ccc2[nH]c(=S)oc2c1. Reaction SMILES: [CH3:22][OH:23].[CH3:24][CH2:25][O:26][C:27](=[O:28])[CH3:29].[K+:16].[O:17]1[CH2:18][CH2:19][CH2:20][CH2:21]1.[OH-:15].[OH2:30].[S:1]=[c:2]1[o:3][c:4]2[c:5]([nH:6]1)[cH:7][cH:8][c:9]([C:11](=[O:12])[O:13][CH3:14])[cH:10]2>>[S:1]=[c:2]1[o:3][c:4]2[c:5]([nH:6]1)[cH:7][cH:8][c:9]([C:11](=[O:12])[OH:13])[cH:10]2. Reactants: C1(C=CC(C2=CC=CC=C12)=O)=O (1,4-naphthoquinone), stannous chloride. Run in Cl (hydrochloric acid), C(C)O (ethanol). Product: C1=CC=C2C(=C1)C(=CC=C2O)O (1,4-Naphthohydroquinone). The yield is 71.9%. Reaction SMILES: [C:1]1(=[O:12])[C:10]2[C:5](=[CH:6][CH:7]=[CH:8][CH:9]=2)[C:4](=[O:11])[CH:3]=[CH:2]1>C(O)C.Cl>[CH:7]1[CH:6]=[C:5]2[C:4]([OH:11])=[CH:3][CH:2]=[C:1]([OH:12])[C:10]2=[CH:9][CH:8]=1. Procedure details: To 1,4-naphthoquinone (25 g) suspended in ethanol (100 ml) was added a solution (150 ml) of stannous chloride (368 g) in concentrated hydrochloric acid gradually at room temperature. After the evolution of heat had ceased and a homogeneous state was established, the reaction mixture was brought back to room temperature and the resulting crystals were collected by filtration, rinsed with water, and dried to provide the title compound (18.2 g). Reactants: Cc1cc([N+](=O)[O-])ccc1F, Oc1ccccc1. Product: Cc1cc([N+](=O)[O-])ccc1Oc1ccccc1. Reaction SMILES: [F:8][c:9]1[c:10]([CH3:18])[cH:11][c:12]([N+:15](=[O:16])[O-:17])[cH:13][cH:14]1.[OH:1][c:2]1[cH:3][cH:4][cH:5][cH:6][cH:7]1>>[O:1]([c:2]1[cH:3][cH:4][cH:5][cH:6][cH:7]1)[c:9]1[c:10]([CH3:18])[cH:11][c:12]([N+:15](=[O:16])[O-:17])[cH:13][cH:14]1. Reactants: [H][H] (hydrogen), CC(C(C)=O)(COS(=O)(=O)C)C (3,3-dimethyl -4-[(methylsulphonyl)oxy]-2-butanone), [H-].[Na+] (sodium hydride), N1N=CN=C1 (1,2,4-triazole). Run in O (water), CN(C=O)C (dimethylformamide), O (water). Run at time 30 minute. Yields the product CC(C(C)=O)(CN1N=CN=C1)C (3,3-dimethyl -4-(1,2,4-triazol-1-yl)-2-butanone). Yield: 86.8%. RXN SMILES: [H-].[Na+].[NH:3]1[CH:7]=[N:6][CH:5]=[N:4]1.[H][H].[CH3:10][C:11]([CH3:21])([CH2:15]OS(C)(=O)=O)[C:12](=[O:14])[CH3:13]>CN(C)C=O.O>[CH3:10][C:11]([CH3:21])([CH2:15][N:3]1[CH:7]=[N:6][CH:5]=[N:4]1)[C:12](=[O:14])[CH3:13] |f:0.1|. Procedure: In the course of 3 hours, 60 g (2 mols of sodium hydride (80% strength in paraffin oil) are added to a solution of 138 g (2 mols of 1,2,4-triazole in 1,600 ml of absolute dimethylformamide, with vigorous evolution hydrogen. The mixture is stirred for a further 30 minutes at room temperature. 388 g (2 mols of 3,3-dimethyl -4-[(methylsulphonyl)oxy]-2-butanone are then added dropwise in the course of 15 minutes. The reaction mixture is then stirred for 16 hours at 95° C. 100 ml of water are firstly... Reactants: BrC1=NC=C(C=C1)Cl (2-bromo-5-chloropyridine), BrCC(=O)C1=NC=C(C=C1)C (2-bromoacetyl-5-methylpyridine). Procedure: * 2-Bromoacetyl-5-chloropyridine was prepared from 2-bromo-5-chloropyridine (Case, J. Am. Chem. Soc., 1946, 68, 2574) according to the procedure for preparing 2-bromoacetyl-5-methylpyridine described in step 1 of Example 32. Reaction SMILES: Br[C:2]1[CH:7]=[CH:6][C:5]([Cl:8])=[CH:4][N:3]=1.[Br:9][CH2:10][C:11](C1C=CC(C)=CN=1)=[O:12]>>[Br:9][CH2:10][C:11]([C:2]1[CH:7]=[CH:6][C:5]([Cl:8])=[CH:4][N:3]=1)=[O:12]. The product is BrCC(=O)C1=NC=C(C=C1)Cl (2-Bromoacetyl-5-chloropyridine). Starting materials: C1(=CC=CC=C1)C(COC1=CC=C(CBr)C=C1)C1=CC=CC=C1 (4-(2,2-diphenylethoxy)benzyl bromide), NC1=CC=NC=C1 (4-aminopyridine). The solvent is C(C)#N (acetonitrile). Product: [Br-].NC1=CC=[N+](C=C1)CC1=CC=C(C=C1)OCC(C1=CC=CC=C1)C1=CC=CC=C1 (4-amino-1-[4-(2,2-diphenylethoxy)benzyl]pyridinium bromide). Reaction SMILES: [C:1]1([CH:7]([C:18]2[CH:23]=[CH:22][CH:21]=[CH:20][CH:19]=2)[CH2:8][O:9][C:10]2[CH:17]=[CH:16][C:13]([CH2:14][Br:15])=[CH:12][CH:11]=2)[CH:6]=[CH:5][CH:4]=[CH:3][CH:2]=1.[NH2:24][C:25]1[CH:30]=[CH:29][N:28]=[CH:27][CH:26]=1>C(#N)C>[Br-:15].[NH2:24][C:25]1[CH:30]=[CH:29][N+:28]([CH2:14][C:13]2[CH:16]=[CH:17][C:10]([O:9][CH2:8][CH:7]([C:18]3[CH:23]=[CH:22][CH:21]=[CH:20][CH:19]=3)[C:1]3[CH:6]=[CH:5][CH:4]=[CH:3][CH:2]=3)=[CH:11][CH:12]=2)=[CH:27][CH:26]=1 |f:3.4|. Procedure details: 7-5 (100 mg, 0.27 mmol) was reacted with 4-aminopyridine 7-6 (28 mg, 0.30 mmol) in acetonitrile (3 ml) as in Example 6, Step E. The white solid product 7-7 was obtained.